Dataset: the Open Reaction Database (ORD), a public repository of structured organic reaction records. Task: describe an organic reaction: reactants, conditions, products, and yield The reactants are FC(C1=CC=C(CBr)C=C1)(F)F (4-(trifluoromethyl)benzyl bromide), BrCC1=CC=C(C=C1)F (1-(bromomethyl)-4-fluorobenzene), CC=1N=C(SC1C(=O)OCC)N1C(NCC1)=O (ethyl 4-methyl-2-(2-oxoimidazolidin-1-yl)thiazole-5-carboxylate). The product is FC1=CC=C(CN2C(N(CC2)C=2SC(=C(N2)C)C(=O)OCC)=O)C=C1 (ethyl 2-(3-(4-fluorobenzyl)-2-oxoimidazolidin-1-yl)-4-methylthiazole-5-carboxylate). Isolated yield 69.0%. Reaction SMILES: FC(F)(F)C1C=CC(CBr)=CC=1.Br[CH2:14][C:15]1[CH:20]=[CH:19][C:18]([F:21])=[CH:17][CH:16]=1.[CH3:22][C:23]1[N:24]=[C:25]([N:33]2[CH2:37][CH2:36][NH:35][C:34]2=[O:38])[S:26][C:27]=1[C:28]([O:30][CH2:31][CH3:32])=[O:29]>>[F:21][C:18]1[CH:19]=[CH:20][C:15]([CH2:14][N:35]2[CH2:36][CH2:37][N:33]([C:25]3[S:26][C:27]([C:28]([O:30][CH2:31][CH3:32])=[O:29])=[C:23]([CH3:22])[N:24]=3)[C:34]2=[O:38])=[CH:16][CH:17]=1. Procedure details: Following the procedure as described in Example 13, making variations as required to replace 4-(trifluoromethyl)benzyl bromide with 1-(bromomethyl)-4-fluorobenzene to react with ethyl 4-methyl-2-(2-oxoimidazolidin-1-yl)thiazole-5-carboxylate, the title compound was obtained as a colorless solid in 69% yield: 1H NMR (300 MHz, CDCl3) δ 7.31-7.28 (m, 2H), 7.07-7.02 (m, 2H), 4.47 (s, 2H), 4.29 (q, J=6.0 Hz, 2H), 4.08 (t, J=9.0 Hz, 2H), 3.46 (t, J=9.0 Hz, 2H), 2.62 (s, 3H), 1.34 (t, J=6.0 Hz, 3H); MS... Reactants: OB(O)c1ccccc1Cl, Fc1cc(-c2ccc(Cl)cc2)c(Cl)cn1, Cc1c(-c2ccccc2Cl)c(-c2ccc(Cl)cc2)cc2nn(Cc3ccc(C(F)(F)F)nc3)c(=O)n12. Reaction SMILES: [Cl:16][c:17]1[c:18]([B:23]([OH:24])[OH:25])[cH:19][cH:20][cH:21][cH:22]1.[Cl:1][c:2]1[c:3](-[c:9]2[cH:10][cH:11][c:12]([Cl:15])[cH:13][cH:14]2)[cH:4][c:5]([F:8])[n:6][cH:7]1.[Cl:26][c:27]1[cH:28][cH:29][cH:30][cH:31][c:32]1-[c:33]1[c:34](-[c:35]2[cH:36][cH:37][c:38]([Cl:39])[cH:40][cH:41]2)[cH:42][c:43]2[n:44]([c:45](=[O:46])[n:47]([CH2:48][c:49]3[cH:50][n:51][c:52]([C:53]([F:54])([F:55])[F:56])[cH:57][cH:58]3)[n:59]2)[c:60]1[CH3:61]>>[c:2]1(-[c:18]2[c:17]([Cl:16])[cH:22][cH:21][cH:20][cH:19]2)[c:3](-[c:9]2[cH:10][cH:11][c:12]([Cl:15])[cH:13][cH:14]2)[cH:4][c:5]([F:8])[n:6][cH:7]1. The product is Fc1cc(-c2ccc(Cl)cc2)c(-c2ccccc2Cl)cn1. The reactants are N1(N=CC=C1)C=1C=C(C=CC1)C1=CN=C2N1C=CC(=C2)C=2C=C(C=O)C=CC2 (3-[3-(3-pyrazol-1-yl-phenyl)-imidazo[1,2-a]pyridin-7-yl]-benzaldehyde), CN1CCNCC1 (methyl piperazine), C(C)(=O)O[BH-](OC(C)=O)OC(C)=O.[Na+] (sodium triacetoxyborohydride), C(C)(=O)O (acetic acid). Run in C(Cl)Cl (DCM), CCOC(=O)C (EtOAc). Run at time 2 hour. Yields the product CN1CCN(CC1)CC=1C=C(C=CC1)C1=CC=2N(C=C1)C(=CN2)C2=CC(=CC=C2)N2N=CC=C2 (7-[3-(4-methyl-piperazine-1-ylmethyl)-phenyl]-3-(3-pyrazol-1-yl-phenyl)-imidazo-[1,2-a]pyridine). Reaction SMILES: [N:1]1([C:6]2[CH:7]=[C:8]([C:12]3[N:16]4[CH:17]=[CH:18][C:19]([C:21]5[CH:22]=[C:23]([CH:26]=[CH:27][CH:28]=5)[CH:24]=O)=[CH:20][C:15]4=[N:14][CH:13]=3)[CH:9]=[CH:10][CH:11]=2)[CH:5]=[CH:4][CH:3]=[N:2]1.[CH3:29][N:30]1[CH2:35][CH2:34][NH:33][CH2:32][CH2:31]1.C(O[BH-](OC(=O)C)OC(=O)C)(=O)C.[Na+].C(O)(=O)C>C(Cl)Cl.CCOC(C)=O>[CH3:29][N:30]1[CH2:35][CH2:34][N:33]([CH2:24][C:23]2[CH:22]=[C:21]([C:19]3[CH:18]=[CH:17][N:16]4[C:12]([C:8]5[CH:9]=[CH:10][CH:11]=[C:6]([N:1]6[CH:5]=[CH:4][CH:3]=[N:2]6)[CH:7]=5)=[CH:13][N:14]=[C:15]4[CH:20]=3)[CH:28]=[CH:27][CH:26]=2)[CH2:32][CH2:31]1 |f:2.3|. Procedure: To a solution of 3-[3-(3-pyrazol-1-yl-phenyl)-imidazo[1,2-a]pyridin-7-yl]-benzaldehyde (Ex. 1.9) (1 eq, 0.110 mmol, 40 mg) in DCM (2 ml) is added methyl piperazine (2 eq, 0.220, 0.24 ml) and the reaction mixture is stirred at room temperature for 2 h. After this time sodium triacetoxyborohydride (1.5 eq, 0.165 mmol, 36.7 mg) and acetic acid (0.1 ml) are added to the reaction mixture and this is stirred for a further one hour. The reaction is diluted with EtOAc and the organic phase is washed wit... The solvent is O1CCCC1 (tetrahydrofuran), O (water). Conditions: time 1.5 hour. RXN SMILES: [CH2:1]=[C:2]1[CH2:15][CH2:14][C:5]2([C:13]3[C:8](=[CH:9][CH:10]=[CH:11][CH:12]=3)[CH2:7][O:6]2)[CH2:4][C:3]1=O.CSC.B.[OH-:21].[Na+].[O-:23]O>O1CCCC1.O>[OH:21][CH2:1][CH:2]1[CH2:15][CH2:14][C:5]2([C:13]3[C:8](=[CH:9][CH:10]=[CH:11][CH:12]=3)[C:7](=[O:23])[O:6]2)[CH2:4][CH2:3]1 |f:1.2,3.4|. Procedure details: A solution of 4-methylenespiro[cyclohexane-1,1′(3′H)-isobenzofuran]-3-one (196 mg) in anhydrous tetrahydrofuran (5.0 mL) was cooled to 0° C., to which borane-dimethyl sulfide complex (2M tetrahydrofuran solution, 690 μL) was added and the mixture was stirred at that temperature for 1.5 hours, then additional 20 minutes together with aqueous 2M sodium hydroxide (5.0 mL) and aqueous 30% hydroperoxide (5.0 mL). The reaction mixture was diluted with water, extracted with ethyl acetate, washed with s... Product: OCC1CCC2(OC(C3=CC=CC=C23)=O)CC1 (4-hydroxymethylspiro[cyclohexane-1,1′(3′H)-isobenzofuran]-3′one). Starting materials: C=C1C(CC2(OCC3=CC=CC=C23)CC1)=O (4-methylenespiro[cyclohexane-1,1′(3′H)-isobenzofuran]-3-one), CSC.B (borane-dimethyl sulfide), [O-]O (hydroperoxide), [OH-].[Na+] (sodium hydroxide). RXN SMILES: [CH3:1][C:2]([CH:9]=O)=[CH:3][C:4]([O:6][CH2:7][CH3:8])=[O:5].[CH3:11][C:12]([CH:23]=[CH:24][C:25]1[C:30]([CH3:32])([CH3:31])[CH2:29][CH2:28][CH2:27][C:26]=1[CH3:33])=[CH:13][CH2:14]P(=O)(OCC)OCC.CS(C)=O.CC(C)([O-])C.[K+]>O1CCCC1.CCCCC>[CH3:8][CH2:7][O:6][C:4](/[CH:3]=[C:2](\[CH:9]=[CH:14]\[CH:13]=[C:12](/[CH:23]=[CH:24]\[C:25]1[C:30]([CH3:32])([CH3:31])[CH2:29][CH2:28][CH2:27][C:26]=1[CH3:33])\[CH3:11])/[CH3:1])=[O:5] |f:3.4|. Reported procedure: To a solution of 57 mg (0.40 mmole) of ethyl 3-methyl-4-oxobutenoate [prepared according to a procedure described by R. W. Curley, Jr., et al., J. Org. Chem., 51, 256 (1986); an alternate synthesis has been described by A. Guingant, et al., J. Org. Chem., 52, 4788 (1987); the compound is commercially available from Fluka Chemical Corp., Ron Kon Koma, N.Y. 11779.] and 132 mg (0.388 mmole) of 3-methyl-5-(2,6,6-trimethyl-1-cyclohexen-1-yl)-2,4-pentadienylphosphonic acid diethyl ester (produced in a... The solvent is O1CCCC1 (tetrahydrofuran), CCCCC (pentane). Reaction conditions: temperature 5 celsius, time 10 minute. Reactants: CC(=CC(=O)OCC)C=O (ethyl 3-methyl-4-oxobutenoate), CC(C)([O-])C.[K+] (potassium tert-butoxide), CC(=CCP(OCC)(OCC)=O)C=CC1=C(CCCC1(C)C)C (3-Methyl-5-(2,6,6-trimethyl-1-cyclohexen-1-yl)-2,4-pentadienylphosphonic Acid, Diethyl Ester), CS(=O)C (dimethyl sulfoxide). Product: CCOC(=O)/C=C(/C)\C=C\C=C(\C)/C=C\C1=C(CCCC1(C)C)C (ethyl retinoate). Isolated yield 59.6%.